This data is from the Open Reaction Database (ORD), a public repository of structured organic reaction records. The task is: describe an organic reaction: reactants, conditions, products, and yield Reactants: C(C)(C)(C)OC(=O)N1CCC(CC1)NC1=NC=NC(=C1)N1CCC2=CC(=CC=C12)S(=O)(=O)C (4-[6-(5-Methanesulfonyl-2,3-dihydro-indol-1-yl)-pyrimidin-4-ylamino]-piperidine-1-carboxylic acid tert-butyl ester), [H-].[Na+] (NaH), CN(C)C=O (DMF), CI (Methyl iodide). The solvent is [Cl-].[Na+].O (brine), C(Cl)Cl (DCM). Run at time 30 minute. Product: C(C)(C)(C)OC(=O)N1CCC(CC1)N(C)C1=NC=NC(=C1)N1CCC2=CC(=CC=C12)S(=O)(=O)C (4-{[6-(5-Methanesulfonyl-2,3-dihydro-indol-1-yl)-pyrimidin-4-yl]-methyl-amino}-piperidine-1-carboxylic acid tert-butyl ester). RXN SMILES: [C:1]([O:5][C:6]([N:8]1[CH2:13][CH2:12][CH:11]([NH:14][C:15]2[CH:20]=[C:19]([N:21]3[C:29]4[C:24](=[CH:25][C:26]([S:30]([CH3:33])(=[O:32])=[O:31])=[CH:27][CH:28]=4)[CH2:23][CH2:22]3)[N:18]=[CH:17][N:16]=2)[CH2:10][CH2:9]1)=[O:7])([CH3:4])([CH3:3])[CH3:2].[H-].[Na+].[CH3:36]N(C=O)C.CI>[Cl-].[Na+].O.C(Cl)Cl>[C:1]([O:5][C:6]([N:8]1[CH2:9][CH2:10][CH:11]([N:14]([C:15]2[CH:20]=[C:19]([N:21]3[C:29]4[C:24](=[CH:25][C:26]([S:30]([CH3:33])(=[O:31])=[O:32])=[CH:27][CH:28]=4)[CH2:23][CH2:22]3)[N:18]=[CH:17][N:16]=2)[CH3:36])[CH2:12][CH2:13]1)=[O:7])([CH3:4])([CH3:3])[CH3:2] |f:1.2,5.6.7|. Procedure details: A mixture of 6b (80 mg, 0.17 mmol), NaH (75 mg, 1.87 mmol) and DMF (1 mL) was stirred at room temperature for 30 minutes. Methyl iodide (0.025 mL, 0.4 mmol) was added and the mixture was heated at 90° C. in a sealed vial for 18 h. After cooling to room temperature, DCM (4 mL) and brine (4 mL) were added. The layers were separated and the aqueous layer was extracted with DCM (3×3 mL). The combined extracts were dried, filtered, evaporated and purified by preparative HPLC to give 16-1, LCMS 488.4 ... The reactants are O=C([O-])O, CC#CCCC(C=CC1C(OC2CCCCO2)CC(O)C1CC=CCCCC(=O)OC)OC1CCCCO1, C=[N+]=[N-], [Na+], O, O=S(=O)(O)O, Cc1ccc(S(=O)(=O)Cl)cc1, c1ccncc1. Yields the product CC#CCCC(C=CC1C(OC2CCCCO2)CC(OS(=O)(=O)c2ccc(C)cc2)C1CC=CCCCC(=O)OC)OC1CCCCO1. Reaction SMILES: [C:58](=[O:59])([OH:60])[O-:61].[CH3:12][O:13][C:14]([CH2:15][CH2:16][CH2:17][CH:18]=[CH:19][CH2:20][CH:21]1[CH:22]([OH:48])[CH2:23][CH:24]([O:41][CH:42]2[O:43][CH2:44][CH2:45][CH2:46][CH2:47]2)[CH:25]1[CH:26]=[CH:27][CH:28]([CH2:29][CH2:30][C:31]#[C:32][CH3:33])[O:34][CH:35]1[O:36][CH2:37][CH2:38][CH2:39][CH2:40]1)=[O:49].[N+:50](=[CH2:51])=[N-:52].[Na+:62].[OH2:63].[S:53](=[O:54])(=[O:55])([OH:56])[OH:57].[c:1]1([CH3:11])[cH:2][cH:3][c:4]([S:7](=[O:8])(=[O:9])[Cl:10])[cH:5][cH:6]1.[cH:64]1[cH:65][cH:66][n:67][cH:68][cH:69]1>>[c:1]1([CH3:11])[cH:2][cH:3][c:4]([S:7](=[O:8])(=[O:9])[O:48][CH:22]2[CH:21]([CH2:20][CH:19]=[CH:18][CH2:17][CH2:16][CH2:15][C:14]([O:13][CH3:12])=[O:49])[CH:25]([CH:26]=[CH:27][CH:28]([CH2:29][CH2:30][C:31]#[C:32][CH3:33])[O:34][CH:35]3[O:36][CH2:37][CH2:38][CH2:39][CH2:40]3)[CH:24]([O:41][CH:42]3[O:43][CH2:44][CH2:45][CH2:46][CH2:47]3)[CH2:23]2)[cH:5][cH:6]1. Yields the product FC(OC=1C(=C(C(=O)OCC)C=C(C1F)F)F)F (ethyl 3-difluoromethoxy-2,4,5-trifluorobenzoate). Reaction SMILES: [H-].[Na+].[F:3][C:4]1[C:14]([OH:15])=[C:13]([F:16])[C:12]([F:17])=[CH:11][C:5]=1[C:6]([O:8][CH2:9][CH3:10])=[O:7].Cl[CH:19]([F:21])[F:20]>CN(C)C=O>[F:20][CH:19]([F:21])[O:15][C:14]1[C:4]([F:3])=[C:5]([CH:11]=[C:12]([F:17])[C:13]=1[F:16])[C:6]([O:8][CH2:9][CH3:10])=[O:7] |f:0.1|. Procedure: 1.76 g (0.044 moles) of a 60% w/w suspension of sodium hydride in mineral oil was added in small portions, whilst stirring and ice-cooling, to a solution of 8.83 g (0.04 moles) of ethyl 2,4,5-trifluoro-3-hydroxybenzoate [(XXIV), X=X'=F, R16 =C2H5O] [prepared as described in step (a) above] in 40 ml of dimethylformamide and, after the addition was complete, the mixture was stirred, whilst ice-cooling, for an additional 30 minutes. At the end of this time, the reaction mixture was transferred into... Solvent: CN(C=O)C (dimethylformamide), CN(C=O)C (dimethylformamide). The reactants are [H-].[Na+] (sodium hydride), stainless steel, FC1=C(C(=O)OCC)C=C(C(=C1O)F)F (ethyl 2,4,5-trifluoro-3-hydroxybenzoate), ( XXIV ), ClC(F)F (chlorodifluoromethane). Reactants: CCO, ON=C1CCCC1c1ccccc1. Product: NC1CCCC1c1ccccc1. Reaction SMILES: [CH3:14][CH2:15][OH:16].[c:1]1([CH:7]2[C:8](=[N:12][OH:13])[CH2:9][CH2:10][CH2:11]2)[cH:2][cH:3][cH:4][cH:5][cH:6]1>>[c:1]1([CH:7]2[CH:8]([NH2:12])[CH2:9][CH2:10][CH2:11]2)[cH:2][cH:3][cH:4][cH:5][cH:6]1. Starting materials: O, O=C(O)C(F)(F)F, CC1(C)OC2C(COS(N)(=O)=O)CC(Nc3cc(NC4CCc5ccccc54)ncn3)C2O1. Yields the product NS(=O)(=O)OCC1CC(Nc2cc(NC3CCc4ccccc43)ncn2)C(O)C1O. Reaction SMILES: [OH2:41].[OH:34][C:35]([C:36]([F:37])([F:38])[F:39])=[O:40].[S:1]([NH2:2])([O:3][CH2:4][CH:5]1[CH2:6][CH:7]([NH:15][c:16]2[n:17][cH:18][n:19][c:20]([NH:22][CH:23]3[CH2:24][CH2:25][c:26]4[cH:27][cH:28][cH:29][cH:30][c:31]43)[cH:21]2)[CH:8]2[O:9][C:10]([CH3:13])([CH3:14])[O:11][CH:12]12)(=[O:32])=[O:33]>>[S:1]([NH2:2])([O:3][CH2:4][CH:5]1[CH2:6][CH:7]([NH:15][c:16]2[n:17][cH:18][n:19][c:20]([NH:22][CH:23]3[CH2:24][CH2:25][c:26]4[cH:27][cH:28][cH:29][cH:30][c:31]43)[cH:21]2)[CH:8]([OH:9])[CH:12]1[OH:11])(=[O:32])=[O:33].